describe an organic reaction: reactants, conditions, products, and yield From a dataset of the Open Reaction Database (ORD), a public repository of structured organic reaction records. The reactants are Cc1cc2c(C(F)(F)F)c(C#N)ccc2[nH]1, FC(F)(F)c1cccc(-c2cc(CCl)no2)c1. Product: Cc1cc2c(C(F)(F)F)c(C#N)ccc2n1Cc1cc(-c2cccc(C(F)(F)F)c2)on1. As a reaction SMILES: [CH3:1][c:2]1[nH:3][c:4]2[cH:5][cH:6][c:7]([C:15]#[N:16])[c:8]([C:11]([F:12])([F:13])[F:14])[c:9]2[cH:10]1.[Cl:17][CH2:18][c:19]1[n:20][o:21][c:22](-[c:24]2[cH:25][c:26]([C:30]([F:31])([F:32])[F:33])[cH:27][cH:28][cH:29]2)[cH:23]1>>[CH3:1][c:2]1[n:3]([CH2:18][c:19]2[n:20][o:21][c:22](-[c:24]3[cH:25][c:26]([C:30]([F:31])([F:32])[F:33])[cH:27][cH:28][cH:29]3)[cH:23]2)[c:4]2[cH:5][cH:6][c:7]([C:15]#[N:16])[c:8]([C:11]([F:12])([F:13])[F:14])[c:9]2[cH:10]1. The reactants are CC(C)C(NC(=O)Cn1c(-c2cccc(OC(C)(C)C)c2)ccc(NC(=O)OCc2ccccc2)c1=O)C(=O)C(F)(F)F, ClCCl, O=C(O)C(F)(F)F. Yields the product CC(C)C(NC(=O)Cn1c(-c2cccc(O)c2)ccc(NC(=O)OCc2ccccc2)c1=O)C(=O)C(F)(F)F. As a reaction SMILES: [CH2:1]([c:2]1[cH:3][cH:4][cH:5][cH:6][cH:7]1)[O:8][C:9](=[O:10])[NH:11][c:12]1[c:13](=[O:43])[n:14]([CH2:29][C:30](=[O:31])[NH:32][CH:33]([C:34]([C:35]([F:36])([F:37])[F:38])=[O:39])[CH:40]([CH3:41])[CH3:42])[c:15](-[c:18]2[cH:19][c:20]([O:24][C:25]([CH3:26])([CH3:27])[CH3:28])[cH:21][cH:22][cH:23]2)[cH:16][cH:17]1.[Cl:51][CH2:52][Cl:53].[OH:44][C:45]([C:46]([F:47])([F:48])[F:49])=[O:50]>>[CH2:1]([c:2]1[cH:3][cH:4][cH:5][cH:6][cH:7]1)[O:8][C:9](=[O:10])[NH:11][c:12]1[c:13](=[O:43])[n:14]([CH2:29][C:30](=[O:31])[NH:32][CH:33]([C:34]([C:35]([F:36])([F:37])[F:38])=[O:39])[CH:40]([CH3:41])[CH3:42])[c:15](-[c:18]2[cH:19][c:20]([OH:24])[cH:21][cH:22][cH:23]2)[cH:16][cH:17]1. Starting materials: Compound 7-a, ClCCCCO (4-chloro-1-butanol), N1C=NC=C1 (Imidazole), CC(C)(C)[Si](C)(C)Cl (TBDMS-Cl). Run in C(Cl)Cl (CH2Cl2). Reaction conditions: time 4 hour. The product is C(C)(C)(C)[Si](C)(C)OCCCCCl (tert-butyl(4-chlorobutoxy)dimethylsilane). The yield is 50.0%. As a reaction SMILES: [Cl:1][CH2:2][CH2:3][CH2:4][CH2:5][OH:6].N1C=CN=C1.[CH3:12][C:13]([Si:16](Cl)([CH3:18])[CH3:17])([CH3:15])[CH3:14]>C(Cl)Cl>[C:13]([Si:16]([O:6][CH2:5][CH2:4][CH2:3][CH2:2][Cl:1])([CH3:18])[CH3:17])([CH3:15])([CH3:14])[CH3:12]. Reported procedure: Compound 7-a, 4-chloro-1-butanol, (CAS 928-51-8) (100 g, 920 mmol) was dissolved in CH2Cl2 (1000 mL) at room temperature. Imidazole (CAS 288-32-4) (81.5, 1200 mmol) and TBDMS-Cl (CAS 18162-48-6) (152 g, 1010 mmol) was added at 0° C. The mixture was stirred for 4 h at rt. The mixture was filtered off. The filtrate was washed with 10% aqueous HCl-solution and brine. After evaporation of the filtrate, we get the product 7-c as a clear oil (100 g, 50%).